This data is from the Open Reaction Database (ORD), a public repository of structured organic reaction records. The task is: describe an organic reaction: reactants, conditions, products, and yield The reactants are CCOC(=O)c1csc(NC(=O)C(CC2CCCC2)c2ccc(Oc3ccccc3)cc2)n1, CCO, [K+], [OH-], O. Product: O=C(O)c1csc(NC(=O)C(CC2CCCC2)c2ccc(Oc3ccccc3)cc2)n1. As a reaction SMILES: [CH2:1]([CH3:2])[O:3][C:4](=[O:5])[c:6]1[n:7][c:8]([NH:11][C:12]([CH:13]([CH2:14][CH:15]2[CH2:16][CH2:17][CH2:18][CH2:19]2)[c:20]2[cH:21][cH:22][c:23]([O:26][c:27]3[cH:28][cH:29][cH:30][cH:31][cH:32]3)[cH:24][cH:25]2)=[O:33])[s:9][cH:10]1.[CH3:36][CH2:37][OH:38].[K+:35].[OH-:34].[OH2:39]>>[O:3]=[C:4]([OH:5])[c:6]1[n:7][c:8]([NH:11][C:12]([CH:13]([CH2:14][CH:15]2[CH2:16][CH2:17][CH2:18][CH2:19]2)[c:20]2[cH:21][cH:22][c:23]([O:26][c:27]3[cH:28][cH:29][cH:30][cH:31][cH:32]3)[cH:24][cH:25]2)=[O:33])[s:9][cH:10]1. The reactants are CCOP(=O)(OCC)C(Br)(Br)C(=O)OC(C)(C)C, CC(C)O, O, Cl[Sn]Cl. Product: CCOP(=O)(OCC)C(Br)C(=O)OC(C)(C)C. Reaction SMILES: [CH2:1]([CH3:2])[O:3][P:4](=[O:5])([O:6][CH2:7][CH3:8])[C:9]([C:10](=[O:11])[O:12][C:13]([CH3:14])([CH3:15])[CH3:16])([Br:17])[Br:18].[CH:19]([OH:20])([CH3:21])[CH3:22].[OH2:26].[Sn:23]([Cl:24])[Cl:25]>>[CH2:1]([CH3:2])[O:3][P:4](=[O:5])([O:6][CH2:7][CH3:8])[CH:9]([C:10](=[O:11])[O:12][C:13]([CH3:14])([CH3:15])[CH3:16])[Br:17]. Starting materials: ClC1=C2C(=NC=C1)NC(=C2)C2CCN(CC2)C(=O)OC(C)(C)C (tert-butyl 4-(4-chloro-1H-pyrrolo[2,3-b]pyridin-2-yl)piperidine-1-carboxylate), C(C)(C)(C)OC(=O)NC1=NC=C(C(=C1)B(O)O)Cl ((2-((tert-butoxycarbonyl)amino)-5-chloropyridin-4-yl)boronic acid), C1(CCCCC1)P(C1CCCCC1)C1CCCCC1 (tricyclohexylphosphine), C([O-])([O-])=O.[Cs+].[Cs+] (cesium carbonate), C(=O)([O-])[O-].[Na+].[Na+] (Na2CO3). The reagents and catalysts are Cl[Pd]([P](C1=CC=CC=C1)(C2=CC=CC=C2)C3=CC=CC=C3)([P](C4=CC=CC=C4)(C5=CC=CC=C5)C6=CC=CC=C6)Cl.C(Cl)Cl ((PPh3)2PdCl2 CH2Cl2), C1=CC=C(C=C1)P([C-]2C=CC=C2)C3=CC=CC=C3.C1=CC=C(C=C1)P([C-]2C=CC=C2)C3=CC=CC=C3.Cl[Pd]Cl.[Fe+2] (Pd(dppf)2Cl2). Solvent: O1CCOCC1 (dioxane), C(C)(=O)OCC (ethyl acetate). Yields the product NC1=NC=C(C(=C1)C1=C2C(=NC=C1)NC(=C2)C2CCN(CC2)C(=O)OC(C)(C)C)Cl (tert-butyl 4-(4-(2-amino-5-chloropyridin-4-yl)-1H-pyrrolo[2,3-b]pyridin-2-yl)piperidine-1-carboxylate). As a reaction SMILES: Cl[C:2]1[CH:7]=[CH:6][N:5]=[C:4]2[NH:8][C:9]([CH:11]3[CH2:16][CH2:15][N:14]([C:17]([O:19][C:20]([CH3:23])([CH3:22])[CH3:21])=[O:18])[CH2:13][CH2:12]3)=[CH:10][C:3]=12.C(OC([NH:31][C:32]1[CH:37]=[C:36](B(O)O)[C:35]([Cl:41])=[CH:34][N:33]=1)=O)(C)(C)C.C1(P(C2CCCCC2)C2CCCCC2)CCCCC1.C(=O)([O-])[O-].[Cs+].[Cs+].C([O-])([O-])=O.[Na+].[Na+]>O1CCOCC1.C(OCC)(=O)C.Cl[Pd](Cl)([P](C1C=CC=CC=1)(C1C=CC=CC=1)C1C=CC=CC=1)[P](C1C=CC=CC=1)(C1C=CC=CC=1)C1C=CC=CC=1.C(Cl)Cl.C1C=CC(P(C2C=CC=CC=2)[C-]2C=CC=C2)=CC=1.C1C=CC(P(C2C=CC=CC=2)[C-]2C=CC=C2)=CC=1.Cl[Pd]Cl.[Fe+2]>[NH2:31][C:32]1[CH:37]=[C:36]([C:2]2[CH:7]=[CH:6][N:5]=[C:4]3[NH:8][C:9]([CH:11]4[CH2:12][CH2:13][N:14]([C:17]([O:19][C:20]([CH3:23])([CH3:21])[CH3:22])=[O:18])[CH2:15][CH2:16]4)=[CH:10][C:3]=23)[C:35]([Cl:41])=[CH:34][N:33]=1 |f:3.4.5,6.7.8,11.12,13.14.15.16,^1:87,106|. Reported procedure: A mixture of Example 17E (565 mg, 1.682 mmol), (2-((tert-butoxycarbonyl)amino)-5-chloropyridin-4-yl)boronic acid (550 mg, 2.02 mmol), (PPh3)2PdCl2—CH2Cl2 adduct (70.9 mg, 0.10 mmol), tricyclohexylphosphine (28.3 mg, 0.10 mmol), Pd(dppf)2Cl2 (82 mg, 0.10 mmol), cesium carbonate (1.64 g, 5.05 mmol) and 1M Na2CO3 aqueous solution (5.05 mL, 5.05 mmol) in dioxane (18 mL) in a sealed tube was heated at 10° C. for 3 days. After cooling, the reaction mixture was diluted with ethyl acetate and washed wit... Reactants: CCOC(=O)C(CC(=O)c1ccc(-c2ccc(Cl)cc2)cc1)C(=O)OCC, CC[O-], COCCOC, [Na+], ICCCCc1ccccc1. The product is CCOC(=O)C(CCCCc1ccccc1)(CC(=O)c1ccc(-c2ccc(Cl)cc2)cc1)C(=O)OCC. As a reaction SMILES: [C:1](=[O:2])([O:3][CH2:4][CH3:5])[CH:6]([C:7](=[O:8])[O:9][CH2:10][CH3:11])[CH2:12][C:13](=[O:14])[c:15]1[cH:16][cH:17][c:18](-[c:21]2[cH:22][cH:23][c:24]([Cl:27])[cH:25][cH:26]2)[cH:19][cH:20]1.[CH3:29][CH2:30][O-:31].[CH3:43][O:44][CH2:45][CH2:46][O:47][CH3:48].[Na+:28].[c:32]1([CH2:38][CH2:39][CH2:40][CH2:41][I:42])[cH:33][cH:34][cH:35][cH:36][cH:37]1>>[C:1](=[O:2])([O:3][CH2:4][CH3:5])[C:6]([C:7](=[O:8])[O:9][CH2:10][CH3:11])([CH2:12][C:13](=[O:14])[c:15]1[cH:16][cH:17][c:18](-[c:21]2[cH:22][cH:23][c:24]([Cl:27])[cH:25][cH:26]2)[cH:19][cH:20]1)[CH2:41][CH2:40][CH2:39][CH2:38][c:32]1[cH:33][cH:34][cH:35][cH:36][cH:37]1.